From a dataset of the Open Reaction Database (ORD), a public repository of structured organic reaction records. describe an organic reaction: reactants, conditions, products, and yield The reactants are C(C)(C)N(C(C)C)CC (N,N-diisopropylethyl amine), ClC=1C(=CC(=C(C(=O)N2CC=3N(CC4=C2C=CC=C4)C(=CC3)C(=O)O)C1)OC)C1=CCCCC1 (10-(5-Chloro-4-cyclohex-1-en-1-yl-2-methoxybenzoyl)-10,11-dihydro-5H-pyrrolo[2,1-c][1,4]benzodiazepine-3-carboxylic acid), 1-[(3-dimethylamino)propyl]-3-ethylcarbodiimide hydrochloride, CNCC=1C=NC=CC1 (3-(methylaminomethyl)pyridine), ON1N=NC2=C1C=CC=C2 (1-hydroxy benzotriazole). Run in C(C)(=O)OCC (ethyl acetate), amine. Run at time 16 hour. The product is ClC=1C(=CC(=C(C(=O)N2CC=3N(CC4=C2C=CC=C4)C(=CC3)C(=O)N(CC=3C=NC=CC3)C)C1)OC)C1=CCCCC1 (10-(5-Chloro-4-cyclohex-1-en-1-yl-2-methoxybenzoyl)-N-methyl-N-(pyridin-3-ylmethyl)-10,11-dihydro-5H-pyrrolo [2,1-c][1,4]benzodiazepine-3-carboxamide). Yield: 92.0%. Reaction SMILES: [Cl:1][C:2]1[C:3]([C:29]2[CH2:34][CH2:33][CH2:32][CH2:31][CH:30]=2)=[CH:4][C:5]([O:27][CH3:28])=[C:6]([CH:26]=1)[C:7]([N:9]1[C:15]2[CH:16]=[CH:17][CH:18]=[CH:19][C:14]=2[CH2:13][N:12]2[C:20]([C:23](O)=[O:24])=[CH:21][CH:22]=[C:11]2[CH2:10]1)=[O:8].[CH3:35][NH:36][CH2:37][C:38]1[CH:39]=[N:40][CH:41]=[CH:42][CH:43]=1.ON1C2C=CC=CC=2N=N1.C(N(CC)C(C)C)(C)C>C(OCC)(=O)C>[Cl:1][C:2]1[C:3]([C:29]2[CH2:34][CH2:33][CH2:32][CH2:31][CH:30]=2)=[CH:4][C:5]([O:27][CH3:28])=[C:6]([CH:26]=1)[C:7]([N:9]1[C:15]2[CH:16]=[CH:17][CH:18]=[CH:19][C:14]=2[CH2:13][N:12]2[C:20]([C:23]([N:36]([CH3:35])[CH2:37][C:38]3[CH:39]=[N:40][CH:41]=[CH:42][CH:43]=3)=[O:24])=[CH:21][CH:22]=[C:11]2[CH2:10]1)=[O:8]. Procedure details: 10-(5-chloro-4-cyclohex-1-en-1-yl-2-methoxybenzoyl)-10,11-dihydro-5H-pyrrolo[2,1-c][1,4]benzodiazepine-3-carboxylic acid of Step G (0.125 g, 0.262 mmol), 3-(methylaminomethyl)pyridine (0.038 g, 0.314 mmol), 1-hydroxy benzotriazole (0.039 g, 0.288 mmol) and 1-[(3-dimethylamino)propyl]-3-ethylcarbodiimide hydrochloride (0.055 g, 0.288 mmol) were combined in amine-free N,N-dimethylformamide (1.1 mL), followed by addition of N,N-diisopropylethyl amine (0.068 mL, 0.393 mmol). The reaction was stirred... The reactants are C1CCOC1, CC(C)NC(C)C, C#CCNC(=O)CCl, Clc1ncnc2ccc(I)cc12, I[Cu]I, Cl[Pd]Cl, c1ccc(P(c2ccccc2)c2ccccc2)cc1, c1ccc(P(c2ccccc2)c2ccccc2)cc1. Yields the product O=C(CCl)NCC#Cc1ccc2ncnc(Cl)c2c1. As a reaction SMILES: [CH2:28]1[O:29][CH2:30][CH2:31][CH2:32]1.[CH:21]([NH:22][CH:23]([CH3:24])[CH3:25])([CH3:26])[CH3:27].[Cl:1][CH2:2][C:3](=[O:4])[NH:5][CH2:6][C:7]#[CH:8].[Cl:9][c:10]1[n:11][cH:12][n:13][c:14]2[cH:15][cH:16][c:17]([I:20])[cH:18][c:19]12.[Cu:33]([I:34])[I:35].[Pd:36]([Cl:37])[Cl:38].[c:39]1([P:40]([c:41]2[cH:42][cH:43][cH:44][cH:45][cH:46]2)[c:47]2[cH:48][cH:49][cH:50][cH:51][cH:52]2)[cH:53][cH:54][cH:55][cH:56][cH:57]1.[c:58]1([P:59]([c:60]2[cH:61][cH:62][cH:63][cH:64][cH:65]2)[c:66]2[cH:67][cH:68][cH:69][cH:70][cH:71]2)[cH:72][cH:73][cH:74][cH:75][cH:76]1>>[Cl:1][CH2:2][C:3](=[O:4])[NH:5][CH2:6][C:7]#[C:8][c:17]1[cH:16][cH:15][c:14]2[n:13][cH:12][n:11][c:10]([Cl:9])[c:19]2[cH:18]1. Reactants: [N+]=1(C(=CC=CC1)C)[O-] (2-picoline-1-oxide), C(C)(C)(C)[O-].[K+] (potassium tert.-butanolate), C(C1=CC=C(C=C1)OC)=O (p-anisaldehyde). The product is COC1=CC=C(C=C1)C=CC1=[N+](C=CC=C1)[O-] (2-[2-(4-Methoxy-phenyl) -vinyl]-pyridine 1-oxide). Reaction SMILES: [N+:1]1([O-:8])[C:2]([CH3:7])=[CH:3][CH:4]=[CH:5][CH:6]=1.C([O-])(C)(C)C.[K+].[CH:15](=O)[C:16]1[CH:21]=[CH:20][C:19]([O:22][CH3:23])=[CH:18][CH:17]=1>>[CH3:23][O:22][C:19]1[CH:20]=[CH:21][C:16]([CH:15]=[CH:7][C:2]2[CH:3]=[CH:4][CH:5]=[CH:6][N+:1]=2[O-:8])=[CH:17][CH:18]=1 |f:1.2|. Reported procedure: Following the general method described in example 2a, 2-picoline-1-oxide was reacted with potassium tert.-butanolate and p-anisaldehyde. After extraction and chromatography the title compound was obtained as a yellow solid material. MS: m/e=227 (M+). Reactants: C(C)OC(C(CC=1N(C2=CC=C(C=C2C1SC(C)(C)C)O)CC1=CC=C(C=C1)C=1C=NC(=CC1)OC)(C)C)=O (3-{3-tert-Butylsulfanyl-5-hydroxy-1-[4-(6-methoxy-pyridin-3-yl)-benzyl]-1H-indol-2-yl}-2,2-dimethyl-propionic acid ethyl ester), BrCC1=NC2=CC=C(C=C2C=C1)F (2-bromomethyl-6-fluoro-quinoline), C(=O)([O-])[O-].[Cs+].[Cs+] (Cs2CO3). The solvent is CC#N (MeCN). Run at time 8 hour. Yields the product C(C)OC(C(CC=1N(C2=CC=C(C=C2C1SC(C)(C)C)OCC1=NC2=CC=C(C=C2C=C1)F)CC1=CC=C(C=C1)C=1C=NC(=CC1)OC)(C)C)=O (3-{3-tert-Butylsulfanyl-5-(6-fluoro-quinolin-2-ylmethoxy)-1-[4-(6-methoxy-pyridin-3-yl)-benzyl]-1H-indol-2-yl}-2,2-dimethyl-propionic acid ethyl ester). The yield is 90.5%. RXN SMILES: [CH2:1]([O:3][C:4](=[O:39])[C:5]([CH3:38])([CH3:37])[CH2:6][C:7]1[N:8]([CH2:22][C:23]2[CH:28]=[CH:27][C:26]([C:29]3[CH:30]=[N:31][C:32]([O:35][CH3:36])=[CH:33][CH:34]=3)=[CH:25][CH:24]=2)[C:9]2[C:14]([C:15]=1[S:16][C:17]([CH3:20])([CH3:19])[CH3:18])=[CH:13][C:12]([OH:21])=[CH:11][CH:10]=2)[CH3:2].Br[CH2:41][C:42]1[CH:51]=[CH:50][C:49]2[C:44](=[CH:45][CH:46]=[C:47]([F:52])[CH:48]=2)[N:43]=1.C([O-])([O-])=O.[Cs+].[Cs+]>CC#N>[CH2:1]([O:3][C:4](=[O:39])[C:5]([CH3:38])([CH3:37])[CH2:6][C:7]1[N:8]([CH2:22][C:23]2[CH:24]=[CH:25][C:26]([C:29]3[CH:30]=[N:31][C:32]([O:35][CH3:36])=[CH:33][CH:34]=3)=[CH:27][CH:28]=2)[C:9]2[C:14]([C:15]=1[S:16][C:17]([CH3:19])([CH3:20])[CH3:18])=[CH:13][C:12]([O:21][CH2:41][C:42]1[CH:51]=[CH:50][C:49]3[C:44](=[CH:45][CH:46]=[C:47]([F:52])[CH:48]=3)[N:43]=1)=[CH:11][CH:10]=2)[CH3:2] |f:2.3.4|. Reported procedure: To 3-{3-tert-Butylsulfanyl-5-hydroxy-1-[4-(6-methoxy-pyridin-3-yl)-benzyl]-1H-indol-2-yl}-2,2-dimethyl-propionic acid ethyl ester (D-2; 6.5 g, 11.9 mmol) in MeCN (75 mL) was added 2-bromomethyl-6-fluoro-quinoline (3.14 g, 13.1 mmol), and Cs2CO3 (9.7 g, 29.8 mmol). The reaction was stirred at room temperature overnight, after which LCMS showed the reaction was complete. The reaction mixture was partitioned between EtOAc and water, the aqueous layer was extracted with EtOAc, and the combined organ... Starting materials: NC1=CC(=C2CN(C(N(C2=C1)C1=C(C=CC=C1Cl)Cl)=O)CC1=CC=C(C=C1)OC)C1=C(C=CC=C1)Cl (7-amino-5-(2-chlorophenyl)-1-(2,6-dichlorophenyl)-3-(4-methoxybenzyl)-3,4-dihydroquinazolin-2(1H)-one), C(C)(C)(C)N1CCC(CC1)=O (1-tert-butylpiperidin-4-one). The product is C(C)(C)(C)N1CCC(CC1)NC1=CC(=C2CN(C(N(C2=C1)C1=C(C=CC=C1Cl)Cl)=O)CC1=CC=C(C=C1)OC)C1=C(C=CC=C1)Cl (7-[(1-tert-butylpiperidin-4-yl)amino]-5-(2-chlorophenyl)-1-(2,6-dichlorophenyl)-3-(4-methoxybenzyl)-3,4-dihydroquinazolin-2(1H)-one). RXN SMILES: [NH2:1][C:2]1[CH:11]=[C:10]2[C:5]([CH2:6][N:7]([CH2:21][C:22]3[CH:27]=[CH:26][C:25]([O:28][CH3:29])=[CH:24][CH:23]=3)[C:8](=[O:20])[N:9]2[C:12]2[C:17]([Cl:18])=[CH:16][CH:15]=[CH:14][C:13]=2[Cl:19])=[C:4]([C:30]2[CH:35]=[CH:34][CH:33]=[CH:32][C:31]=2[Cl:36])[CH:3]=1.[C:37]([N:41]1[CH2:46][CH2:45][C:44](=O)[CH2:43][CH2:42]1)([CH3:40])([CH3:39])[CH3:38]>>[C:37]([N:41]1[CH2:46][CH2:45][CH:44]([NH:1][C:2]2[CH:11]=[C:10]3[C:5]([CH2:6][N:7]([CH2:21][C:22]4[CH:23]=[CH:24][C:25]([O:28][CH3:29])=[CH:26][CH:27]=4)[C:8](=[O:20])[N:9]3[C:12]3[C:17]([Cl:18])=[CH:16][CH:15]=[CH:14][C:13]=3[Cl:19])=[C:4]([C:30]3[CH:35]=[CH:34][CH:33]=[CH:32][C:31]=3[Cl:36])[CH:3]=2)[CH2:43][CH2:42]1)([CH3:40])([CH3:39])[CH3:38]. Reported procedure: The 7-[(1-tert-butylpiperidin-4-yl)amino]-5-(2-chlorophenyl)-1-(2,6-dichlorophenyl)-3-(4-methoxybenzyl)-3,4-dihydroquinazolin-2(1H)-one was prepared from 7-amino-5-(2-chlorophenyl)-1-(2,6-dichlorophenyl)-3-(4-methoxybenzyl)-3,4-dihydroquinazolin-2(1H)-one (COMPOUND CCC4, STEP A) and the 1-tert-butylpiperidin-4-one (COMPOUND PPA-1) by a procedure analogous to that described in EXAMPLE CCC18, STEP A. Mass spectrum (ESI) 677.2 (M+1). Starting materials: CN(C=O)C (dimethylformamide), CC=1C=C(C=CC=2C(=CC=CC2)C(=O)O)C=CC1 (3'-methylstilbene-2-carboxylic acid), 3-(o-carboxyphenethyl)toluene,m. Reagents/catalysts: [Pd] (palladium on carbon). Product: 3'-ethylenestilbene-2-carboxylic acid, C(=O)(O)C1=C(CCCCC=2C=CC=CC2)C=CC=C1 (3-(o-carboxyphenethyl)ethylbenzene). Reaction SMILES: [CH3:1][C:2]1[CH:3]=[C:4]([CH:16]=[CH:17][CH:18]=1)[CH:5]=[CH:6][C:7]1[C:8]([C:13]([OH:15])=[O:14])=[CH:9][CH:10]=[CH:11][CH:12]=1.[CH3:19]N(C)C=O>[Pd]>[C:13]([C:8]1[CH:9]=[CH:10][CH:11]=[CH:12][C:7]=1[CH2:6][CH2:5][CH2:4][CH2:3][C:2]1[CH:1]=[CH:19][CH:16]=[CH:17][CH:18]=1)([OH:15])=[O:14]. Reported procedure: A solution of 53.0 gm. of 3'-methylstilbene-2-carboxylic acid in 230 ml. dimethylformamide containing 2.0 gm. of 5% palladium on carbon is hydrogenated in a Parr shaker at 60 p.s.i. for 11/2 hours. The solution is filtered and added to ether and water. The organic layer is washed with water, then dried and evaporated. The product is recrystallized from ether-hexane to give 48 gm., 90%, of 3-(o-carboxyphenethyl)toluene,m.p. 82°-84° C. Use of 3'-ethylenestilbene-2-carboxylic acid gives a similar y... The reactants are COCOc1ccc(C=O)c(OCc2ccccc2)c1, CCOC(=O)CP(=O)(OCC)OCC, CN(C)C=O, [H-], [Na+], O. Yields the product CCOC(=O)C=Cc1ccc(OCOC)cc1OCc1ccccc1. Reaction SMILES: [CH2:15]([c:16]1[cH:17][cH:18][cH:19][cH:20][cH:21]1)[O:22][c:23]1[c:24]([CH:25]=[O:26])[cH:27][cH:28][c:29]([O:31][CH2:32][O:33][CH3:34])[cH:30]1.[CH3:1][CH2:2][O:3][C:4](=[O:5])[CH2:6][P:7]([O:8][CH2:9][CH3:10])([O:11][CH2:12][CH3:13])=[O:14].[CH3:35][N:36]([CH3:37])[CH:38]=[O:39].[H-:40].[Na+:41].[OH2:42]>>[CH3:1][CH2:2][O:3][C:4](=[O:5])[CH:6]=[CH:25][c:24]1[c:23]([O:22][CH2:15][c:16]2[cH:17][cH:18][cH:19][cH:20][cH:21]2)[cH:30][c:29]([O:31][CH2:32][O:33][CH3:34])[cH:28][cH:27]1. Starting materials: [BH4-], CN(C)C(=O)c1cc2c(nc(C3CC3)n2C)c(O)c1CCC(=O)c1ccccc1, CCO, [Cl-], [NH4+], [Na+], O. Yields the product CN(C)C(=O)c1cc2c(nc(C3CC3)n2C)c(O)c1CCC(O)c1ccccc1. As a reaction SMILES: [BH4-:30].[CH3:1][N:2]([C:3](=[O:4])[c:5]1[cH:6][c:7]2[c:8]([n:9][c:10]([CH:13]3[CH2:14][CH2:15]3)[n:11]2[CH3:12])[c:16]([OH:28])[c:17]1[CH2:18][CH2:19][C:20]([c:21]1[cH:22][cH:23][cH:24][cH:25][cH:26]1)=[O:27])[CH3:29].[CH3:35][CH2:36][OH:37].[Cl-:32].[NH4+:33].[Na+:31].[OH2:34]>>[CH3:1][N:2]([C:3](=[O:4])[c:5]1[cH:6][c:7]2[c:8]([n:9][c:10]([CH:13]3[CH2:14][CH2:15]3)[n:11]2[CH3:12])[c:16]([OH:28])[c:17]1[CH2:18][CH2:19][CH:20]([c:21]1[cH:22][cH:23][cH:24][cH:25][cH:26]1)[OH:27])[CH3:29]. Starting materials: C(C)(=O)OCC(=O)N1CCC(CC1)C=1NC(=C(N1)C=1C=CC=2N(N1)C(=NN2)C(C)C)C2=C(C=C(C=C2)F)F (2-(4-(5-(2,4-difluorophenyl)-4-(3-isopropyl-[1,2,4]triazolo[4,3-b]pyridazin-6-yl)-1H-imidazol-2-yl)piperidin-1-yl)-2-oxoethyl acetate), Cl (HCl), [OH-].[Na+] (NaOH), [OH-].[Na+] (NaOH). The solvent is C1CCOC1 (THF). Run at time 20 minute. The product is FC1=C(C=CC(=C1)F)C1=C(N=C(N1)C1CCN(CC1)C(CO)=O)C=1C=CC=2N(N1)C(=NN2)C(C)C (1-(4-(5-(2,4-Difluorophenyl)-4-(3-isopropyl-[1,2,4]triazolo[4,3-b]pyridazin-6-yl)-1H-imidazol-2-yl)piperidin-1-yl)-2-hydroxyethanone). The yield is 80.2%. Reaction SMILES: C([O:4][CH2:5][C:6]([N:8]1[CH2:13][CH2:12][CH:11]([C:14]2[NH:15][C:16]([C:31]3[CH:36]=[CH:35][C:34]([F:37])=[CH:33][C:32]=3[F:38])=[C:17]([C:19]3[CH:20]=[CH:21][C:22]4[N:23]([C:25]([CH:28]([CH3:30])[CH3:29])=[N:26][N:27]=4)[N:24]=3)[N:18]=2)[CH2:10][CH2:9]1)=[O:7])(=O)C.[OH-].[Na+].Cl>C1COCC1>[F:38][C:32]1[CH:33]=[C:34]([F:37])[CH:35]=[CH:36][C:31]=1[C:16]1[NH:15][C:14]([CH:11]2[CH2:12][CH2:13][N:8]([C:6](=[O:7])[CH2:5][OH:4])[CH2:9][CH2:10]2)=[N:18][C:17]=1[C:19]1[CH:20]=[CH:21][C:22]2[N:23]([C:25]([CH:28]([CH3:30])[CH3:29])=[N:26][N:27]=2)[N:24]=1 |f:1.2|. Reported procedure: A 100 mL round-bottomed flask equipped with rubber septum and nitrogen inlet needle was charged with 2-(4-(5-(2,4-difluorophenyl)-4-(3-isopropyl-[1,2,4]triazolo[4,3-b]pyridazin-6-yl)-1H-imidazol-2-yl)piperidin-1-yl)-2-oxoethyl acetate (0.145 g, 0.277 mmol, prepared using General Procedure T from 6-(3-(2,4-difluorophenyl)-2-(piperidin-4-yl)-1H-imidazol-4-yl)-3-isopropyl-[1,2,4]triazolo[4,3-b]pyridazine (Example #Q.1.2) and acetoxyacetyl chloride) in THF (5.0 mL). A 2.5M aqueous NaOH solution (0.2...